Dataset: the Open Reaction Database (ORD), a public repository of structured organic reaction records. Task: describe an organic reaction: reactants, conditions, products, and yield The reactants are OCCBr, COc1cc(O)ccc1CNC(=O)OC(C)(C)C, CC(C)O, [Na+], [OH-]. Product: COc1cc(OCCO)ccc1CNC(=O)OC(C)(C)C. Reaction SMILES: [Br:19][CH2:20][CH2:21][OH:22].[C:1]([CH3:2])([CH3:3])([CH3:4])[O:5][C:6]([NH:7][CH2:8][c:9]1[c:10]([O:16][CH3:17])[cH:11][c:12]([OH:15])[cH:13][cH:14]1)=[O:18].[CH3:23][CH:24]([OH:25])[CH3:26].[Na+:28].[OH-:27]>>[C:1]([CH3:2])([CH3:3])([CH3:4])[O:5][C:6]([NH:7][CH2:8][c:9]1[c:10]([O:16][CH3:17])[cH:11][c:12]([O:15][CH2:20][CH2:21][OH:22])[cH:13][cH:14]1)=[O:18]. Solvent: C1(=CC=CC=C1)C (toluene), C(C)(=O)OCC (Ethyl acetate), CO (methanol). Conditions: temperature 50 celsius. As a reaction SMILES: [OH-].[K+].[CH2:3]([N:7]1[C:15]2[C:10](=[CH:11][CH:12]=[CH:13][CH:14]=2)[C:9]([C:16](=[O:21])C(F)(F)F)=[CH:8]1)[CH2:4][CH2:5][CH3:6].O.P(=O)(O)(O)[OH:24]>CO.C1(C)C=CC=CC=1.C(OCC)(=O)C>[CH2:3]([N:7]1[C:15]2[C:10](=[CH:11][CH:12]=[CH:13][CH:14]=2)[C:9]([C:16]([OH:21])=[O:24])=[CH:8]1)[CH2:4][CH2:5][CH3:6] |f:0.1|. Starting materials: C(CCC)N1C=C(C2=CC=CC=C12)C(C(F)(F)F)=O (1-butyl-3-trifluoroacetylindole), P(O)(O)(O)=O (phosphoric acid), [OH-].[K+] (potassium hydroxide), O (water). Procedure: A solution of potassium hydroxide (6.9 kg, 133.7 mol) in 14 mL of methanol was heated to reflux temperature and crude 1-butyl-3-trifluoroacetylindole (11.5 kg) in 35 L of toluene was added slowly. The mixture was heated under reflux for 60 minutes, cooled to approximately 50° C. and 80 L of water was added. The aqueous layer was separated and extracted with 30 L toluene. Phosphoric acid was then added to the aqueous layer until a pH of 7.16 was obtained. Ethyl acetate was then added, followed by... Yields the product C(CCC)N1C=C(C2=CC=CC=C12)C(=O)O (1-butylindole-3-carboxylic acid). The reactants are ClC=1C=C(CN2C(C=3C(=C(N=C(C3CC2)C(=O)N(C)C)O)O)=O)C=CC1F (6-(3-chloro-4-fluorobenzyl)-3,4-dihydroxy-N,N-dimethyl-5-oxo-5,6,7,8-tetrahydro-2,6-naphthyridine-1-carboxamide), C[O-].[Mg+2].C[O-] (magnesium methoxide), BrCCNC(OC(C)(C)C)=O (tert-butyl (2-bromoethyl)carbamate). The solvent is CO (methanol), CS(=O)C (DMSO), CS(=O)C (DMSO), C(C)(=O)OCC (ethyl acetate). Run at temperature 60 celsius, time 1 hour. Yields the product ClC=1C=C(CN2C(C3=C(C(N4C(=C3CC2)C(NCC4)=O)=O)O)=O)C=CC1F (9-(3-Chloro-4-fluorobenzyl)-7-hydroxy-3,4,10,11-tetrahydro-2-H-pyrazino[2,1-a]-2,6-naphthyridine-1,6,8(9H)-trione). Reaction SMILES: [Cl:1][C:2]1[CH:3]=[C:4]([CH:24]=[CH:25][C:26]=1[F:27])[CH2:5][N:6]1[CH2:15][CH2:14][C:13]2[C:12]([C:16]([N:18]([CH3:20])C)=[O:17])=[N:11][C:10]([OH:21])=[C:9]([OH:22])[C:8]=2[C:7]1=[O:23].C[O-].[Mg+2].C[O-].Br[CH2:34]CNC(=O)OC(C)(C)C>CO.CS(C)=O.C(OCC)(=O)C>[Cl:1][C:2]1[CH:3]=[C:4]([CH:24]=[CH:25][C:26]=1[F:27])[CH2:5][N:6]1[CH2:15][CH2:14][C:13]2[C:8](=[C:9]([OH:22])[C:10](=[O:21])[N:11]3[CH2:34][CH2:20][NH:18][C:16](=[O:17])[C:12]3=2)[C:7]1=[O:23] |f:1.2.3|. Procedure details: A mixture of 6-(3-chloro-4-fluorobenzyl)-3,4-dihydroxy-N,N-dimethyl-5-oxo-5,6,7,8-tetrahydro-2,6-naphthyridine-1-carboxamide (1.00 g, 2.63 mmol; Example 1, Step 9) and magnesium methoxide in methanol (13.1 mL, 6-10% methanol solution available from Aldrich) in DMSO (26 mL) was heated at 60° C. for one hour. Methanol was exhaustively removed under vacuum over 45 minutes. The resulting DMSO solution was treated with tert-butyl (2-bromoethyl)carbamate (2.94 g, 13.13 mmol) and stirred at 60° C. unde... The reactants are ClC1=CC(=C(C=C1)F)[N+](=O)[O-] (4-chloro-1-fluoro-2-nitrobenzene), COCCNCCOC (N,N-bis(2-methoxyethyl)amine), [H][H] (hydrogen). Reagents/catalysts: [Ni] (Raney nickel). Solvent: C(C)#N (acetonitrile). Conditions: temperature 80 celsius, time 8 hour. The product is NC1=C(C=CC(=C1)Cl)N(CCOC)CCOC (N-(2-amino-4-chlorophenyl)-N,N-bis(2-methoxyethyl)amine). RXN SMILES: [Cl:1][C:2]1[CH:7]=[CH:6][C:5](F)=[C:4]([N+:9]([O-])=O)[CH:3]=1.[CH3:12][O:13][CH2:14][CH2:15][NH:16][CH2:17][CH2:18][O:19][CH3:20].[H][H]>C(#N)C.[Ni]>[NH2:9][C:4]1[CH:3]=[C:2]([Cl:1])[CH:7]=[CH:6][C:5]=1[N:16]([CH2:17][CH2:18][O:19][CH3:20])[CH2:15][CH2:14][O:13][CH3:12]. Procedure details: A mixture of 4-chloro-1-fluoro-2-nitrobenzene (35.1 mg, 0.2 mmol) and N,N-bis(2-methoxyethyl)amine (0.266 g, 2.4 mmol) in acetonitrile (10 mL) in a capped 20-mL-vial was shaken at 80° C. overnight and concentrated. The concentrate was dissolved in methanol (10 mL), treated with Raney nickel (50% water suspension, 0.40 g, 6.8 mmol), filled with excess hydrogen, shaken at 50° C. for 1 hour, and filtered. The filtrate was concentrate and the concentrate was purified by HPLC with acetonitrile/water ... Starting materials: ClC1=NC=2C=C(C=C(C2C=C1)S(=O)(=O)NC1CCCC1)C=1C(=NOC1C)C (2-chloro-N-cyclopentyl-7-(3,5-dimethylisoxazol-4-yl)quinoline-5-sulfonamide), C1(CC1)CO (cyclopropylmethanol), [H-].[Na+] (sodium hydride). Run at temperature 60 celsius. The product is C1(CCCC1)NS(=O)(=O)C=1C=2C=CC(=NC2C=C(C1)C=1C(=NOC1C)C)OCC1CC1 (N-cyclopentyl-2-(cyclopropylmethoxy)-7-(3,5-dimethylisoxazol-4-yl)quinoline-5-sulfonamide). As a reaction SMILES: Cl[C:2]1[CH:11]=[CH:10][C:9]2[C:8]([S:12]([NH:15][CH:16]3[CH2:20][CH2:19][CH2:18][CH2:17]3)(=[O:14])=[O:13])=[CH:7][C:6]([C:21]3[C:22]([CH3:27])=[N:23][O:24][C:25]=3[CH3:26])=[CH:5][C:4]=2[N:3]=1.[CH:28]1([CH2:31][OH:32])[CH2:30][CH2:29]1.[H-].[Na+]>>[CH:16]1([NH:15][S:12]([C:8]2[C:9]3[CH:10]=[CH:11][C:2]([O:32][CH2:31][CH:28]4[CH2:30][CH2:29]4)=[N:3][C:4]=3[CH:5]=[C:6]([C:21]3[C:22]([CH3:27])=[N:23][O:24][C:25]=3[CH3:26])[CH:7]=2)(=[O:14])=[O:13])[CH2:20][CH2:19][CH2:18][CH2:17]1 |f:2.3|. Procedure: A mixture of 2-chloro-N-cyclopentyl-7-(3,5-dimethylisoxazol-4-yl)quinoline-5-sulfonamide (18 mg, 0.044 mmol) and cyclopropylmethanol (1 mL) was treated with excess sodium hydride and heated to 60° C. overnight. The mixture was concentrated and purified by preparative HPLC to give the desired product, N-cyclopentyl-2-(cyclopropylmethoxy)-7-(3,5-dimethylisoxazol-4-yl)quinoline-5-sulfonamide. Reactants: Cl (hydrochloric acid), C(CCCC)C12CCC(CC1)(CC2)C2=CC=C(C(=O)O)C=C2 (4-(4-pentyl-1-bicyclo(2,2,2)-octyl)-benzoic acid), S(=O)(Cl)Cl (thionyl chloride), acid chloride, C(#N)C1=C(C=CC(=C1C#N)CCCCC)O (2,3-dicyano-4-pentylphenol). The solvent is N1=CC=CC=C1 (pyridine). Reaction conditions: temperature 80 celsius. Product: C(CCCC)C12CCC(CC1)(CC2)C2=CC=C(C(=O)OC1=C(C(=C(C=C1)CCCCC)C#N)C#N)C=C2 (2,3-dicyano-4-pentylphenyl 4-(4-pentyl-1-bicyclo(2,2,2)octyl)-benzoate). Reaction SMILES: [CH2:1]([C:6]12[CH2:13][CH2:12][C:9]([C:14]3[CH:22]=[CH:21][C:17]([C:18]([OH:20])=[O:19])=[CH:16][CH:15]=3)([CH2:10][CH2:11]1)[CH2:8][CH2:7]2)[CH2:2][CH2:3][CH2:4][CH3:5].S(Cl)(Cl)=O.[C:27]([C:29]1[C:34]([C:35]#[N:36])=[C:33]([CH2:37][CH2:38][CH2:39][CH2:40][CH3:41])[CH:32]=[CH:31][C:30]=1O)#[N:28].Cl>N1C=CC=CC=1>[CH2:1]([C:6]12[CH2:7][CH2:8][C:9]([C:14]3[CH:22]=[CH:21][C:17]([C:18]([O:20][C:30]4[CH:31]=[CH:32][C:33]([CH2:37][CH2:38][CH2:39][CH2:40][CH3:41])=[C:34]([C:35]#[N:36])[C:29]=4[C:27]#[N:28])=[O:19])=[CH:16][CH:15]=3)([CH2:10][CH2:11]1)[CH2:12][CH2:13]2)[CH2:2][CH2:3][CH2:4][CH3:5]. Procedure: 36.5 mmoles of 4-(4-pentyl-1-bicyclo(2,2,2)-octyl)-benzoic acid were refluxed with 50 ml of thionyl chloride for 1 hour. The excess thionyl chloride was distilled off. The resulting acid chloride was added dropwise to a solution of 36.5 mmoles of 2,3-dicyano-4-pentylphenol in 100 ml of pyridine. The reaction mixture was stirred at 80° C. until the reaction had ended and was then poured onto dilute hydrochloric acid. The product was extracted with methylene chloride. For purification, the product... Yields the product Cc1cc(Nc2nc(Nc3cc(C(F)(F)F)c(N4CCN(C)CC4)cc3F)ncc2Cl)n[nH]1. Reaction SMILES: [CH:41]([OH:42])([CH3:43])[CH3:44].[Cl:20][c:21]1[n:22][cH:23][c:24]([Cl:34])[c:25]([NH:27][c:28]2[n:29][nH:30][c:31]([CH3:33])[cH:32]2)[n:26]1.[ClH:35].[F:1][c:2]1[c:3]([NH2:4])[cH:5][c:6]([C:16]([F:17])([F:18])[F:19])[c:7]([N:9]2[CH2:10][CH2:11][N:12]([CH3:15])[CH2:13][CH2:14]2)[cH:8]1.[Na+:40].[O-:36][C:37]([OH:38])=[O:39]>>[F:1][c:2]1[c:3]([NH:4][c:21]2[n:22][cH:23][c:24]([Cl:34])[c:25]([NH:27][c:28]3[n:29][nH:30][c:31]([CH3:33])[cH:32]3)[n:26]2)[cH:5][c:6]([C:16]([F:17])([F:18])[F:19])[c:7]([N:9]2[CH2:10][CH2:11][N:12]([CH3:15])[CH2:13][CH2:14]2)[cH:8]1. Starting materials: CC(C)O, Cc1cc(Nc2nc(Cl)ncc2Cl)n[nH]1, Cl, CN1CCN(c2cc(F)c(N)cc2C(F)(F)F)CC1, [Na+], O=C([O-])O.